From a dataset of the Open Reaction Database (ORD), a public repository of structured organic reaction records. describe an organic reaction: reactants, conditions, products, and yield Reactants: N1=CC(=CC=C1)N (pyridin-3-amine), IC1=C(C=C(C=C1)C=1N=NN(C1)C1C(N(C2=C(CC1)C=CC=C2)CC(F)(F)F)=O)OC (3-[4-(4-iodo-3-methoxyphenyl)-1H-1,2,3-triazol-1-yl]-1-(2,2,2-trifluoroethyl)-1,3,4,5-tetrahydro-2H-1-benzazepin-2-one), CC(C)([O-])C.[K+] (potassium tert-butoxide), C1CCOC1 (THF), C=1C=CC(=CC1)P(C=2C=CC=CC2)C3=CC=C4C=CC=CC4=C3C5=C6C=CC=CC6=CC=C5P(C=7C=CC=CC7)C=8C=CC=CC8 (BINAP). Reagents/catalysts: C(C)(=O)[O-].[Pd+2].C(C)(=O)[O-] (palladium acetate). Run in CN(C)C=O (DMF). Product: COC=1C=C(C=CC1NC=1C=NC=CC1)C=1N=NN(C1)C1C(N(C2=C(CC1)C=CC=C2)CC(F)(F)F)=O (3-{4-[3-methoxy-4-(pyridin-3-ylamino)phenyl]-1H-1,2,3-triazol-1-yl}-1-(2,2,2-trifluoroethyl)-1,3,4,5-tetrahydro-2H-1-benzazepin-2-one). Reaction SMILES: [N:1]1[CH:6]=[CH:5][CH:4]=[C:3]([NH2:7])[CH:2]=1.I[C:9]1[CH:14]=[CH:13][C:12]([C:15]2[N:16]=[N:17][N:18]([CH:20]3[CH2:26][CH2:25][C:24]4[CH:27]=[CH:28][CH:29]=[CH:30][C:23]=4[N:22]([CH2:31][C:32]([F:35])([F:34])[F:33])[C:21]3=[O:36])[CH:19]=2)=[CH:11][C:10]=1[O:37][CH3:38].CC(C)([O-])C.[K+].C1COCC1.C1C=CC(P(C2C(C3C(P(C4C=CC=CC=4)C4C=CC=CC=4)=CC=C4C=3C=CC=C4)=C3C(C=CC=C3)=CC=2)C2C=CC=CC=2)=CC=1>CN(C=O)C.C([O-])(=O)C.[Pd+2].C([O-])(=O)C>[CH3:38][O:37][C:10]1[CH:11]=[C:12]([C:15]2[N:16]=[N:17][N:18]([CH:20]3[CH2:26][CH2:25][C:24]4[CH:27]=[CH:28][CH:29]=[CH:30][C:23]=4[N:22]([CH2:31][C:32]([F:35])([F:34])[F:33])[C:21]3=[O:36])[CH:19]=2)[CH:13]=[CH:14][C:9]=1[NH:7][C:3]1[CH:2]=[N:1][CH:6]=[CH:5][CH:4]=1 |f:2.3,7.8.9|. Procedure details: A suspension of pyridin-3-amine (3.48 mg, 0.037 mmol 3-[4-(4-iodo-3-methoxyphenyl)-1H-1,2,3-triazol-1-yl]-1-(2,2,2-trifluoroethyl)-1,3,4,5-tetrahydro-2H-1-benzazepin-2-one (20 mg, 0.037 mmol), potassium tert-butoxide 1M in THF (36.9 μL, 0.037 mmol), BINAP (4.59 mg, 0.008 mmol), and palladium acetate (1.66 mg, 0.008 mmol) were combined in a μwave vial and dissolved in DMF (738 μl). The reaction was microwaved at 180° C. for 10 min. The reaction mixture was filtered, and the solvent was removed in... The reactants are O=C([O-])[O-], C1CCOC1, COc1ccc(CN(Cc2ccc(OC)cc2)c2nc(C)nc(-c3cc(Cl)cnc3F)n2)cc1, [Cs+], [Cs+], NC1CCOCC1. The product is COc1ccc(CN(Cc2ccc(OC)cc2)c2nc(C)nc(-c3cc(Cl)cnc3NC3CCOCC3)n2)cc1. Reaction SMILES: [C:42](=[O:43])([O-:44])[O-:45].[CH2:48]1[O:49][CH2:50][CH2:51][CH2:52]1.[Cl:8][c:9]1[cH:10][c:11](-[c:16]2[n:17][c:18]([N:23]([CH2:24][c:25]3[cH:26][cH:27][c:28]([O:31][CH3:32])[cH:29][cH:30]3)[CH2:33][c:34]3[cH:35][cH:36][c:37]([O:40][CH3:41])[cH:38][cH:39]3)[n:19][c:20]([CH3:22])[n:21]2)[c:12]([F:15])[n:13][cH:14]1.[Cs+:46].[Cs+:47].[O:1]1[CH2:2][CH2:3][CH:4]([NH2:7])[CH2:5][CH2:6]1>>[O:1]1[CH2:2][CH2:3][CH:4]([NH:7][c:12]2[c:11](-[c:16]3[n:17][c:18]([N:23]([CH2:24][c:25]4[cH:26][cH:27][c:28]([O:31][CH3:32])[cH:29][cH:30]4)[CH2:33][c:34]4[cH:35][cH:36][c:37]([O:40][CH3:41])[cH:38][cH:39]4)[n:19][c:20]([CH3:22])[n:21]3)[cH:10][c:9]([Cl:8])[cH:14][n:13]2)[CH2:5][CH2:6]1. RXN SMILES: Br[C:2]([F:9])([F:8])[C:3]([O:5][CH2:6][CH3:7])=[O:4].[Cl:10][C:11]1[CH:16]=[CH:15][CH:14]=[C:13](I)[CH:12]=1>CS(C)=O.[NH4+].[Cl-].[Cu]>[CH2:6]([O:5][C:3](=[O:4])[C:2]([C:13]1[CH:14]=[CH:15][CH:16]=[C:11]([Cl:10])[CH:12]=1)([F:9])[F:8])[CH3:7] |f:3.4|. The reactants are BrC(C(=O)OCC)(F)F (ethyl bromodifluoroacetate), ClC1=CC(=CC=C1)I (1-chloro-3-iodobenzene). Run in [NH4+].[Cl-] (NH4Cl), CS(=O)C (DMSO). Yields the product C(C)OC(C(F)(F)C1=CC(=CC=C1)Cl)=O ((3-Chlorophenyl)difluoroacetic Acid Ethyl Ester). Reported procedure: To a mixture of copper bronze (2.93 g, 46.1 mmol) in DMSO (5.0 mL) was added ethyl bromodifluoroacetate (3.2 mL, 25 mmol) under argon at room temperature (see Sato, K. et al; Chem. Pharm. Bull. 47:1013-1016, 1999). After stirring for 1 h, 1-chloro-3-iodobenzene (2.57 mL, 20.8 mmol) was added under argon at room temperature. After shaking for 3 days, the mixture was diluted with saturated NH4Cl (50 mL) and extracted with ether (25 mL). The biphasic mixture was filtered through a pad of Celite, an... The reagents and catalysts are [Cu] (copper bronze). Reaction conditions: time 1 hour. The yield is 97.7%.